From a dataset of the Open Reaction Database (ORD), a public repository of structured organic reaction records. describe an organic reaction: reactants, conditions, products, and yield Reactants: mixture, O.C1(=CC=C(C=C1)S(=O)(=O)O)C (p-toluenesulfonic acid monohydrate), C(C)(=O)OC(C)=O (acetic anhydride), OCCCCCC1C(CCC1)=O (2-(5-hydroxypentyl)cyclopentanone), OCCCCCC1C(CCC1)=O.C(C)(=O)OCCCCCC1C(CCC1)=O (2-(5-hydroxypentyl)cyclopentanone 2-(5-acetoxypentyl)-cyclopentanone), C(C)(=O)OC(C)=O (acetic anhydride), CC(=O)OCC1=C2C=CC=CC2=C(C3=CC=CC=C31)COC(=O)C (acetic). Yields the product C(C)(=O)OC1=C(CCC1)CCCCCOC(C)=O (1-acetoxy-2-(5-acetoxypentyl)-1-cyclopentene). As a reaction SMILES: OCCCCCC1CCCC1=O.OCCCCCC1CCCC1=O.C(OCCCCCC1CCCC1=O)(=O)C.O.C1(C)C=CC(S(O)(=O)=O)=CC=1.C(OC(=O)C)(=O)C.[CH3:59][C:60]([O:62][CH2:63][C:64]1[C:77]2[C:72](=[CH:73][CH:74]=[CH:75][CH:76]=2)[C:71]([CH2:78][O:79][C:80]([CH3:82])=[O:81])=C2C=1C=CC=C2)=[O:61]>>[C:80]([O:79][C:78]1[CH2:71][CH2:72][CH2:73][C:74]=1[CH2:75][CH2:76][CH2:77][CH2:64][CH2:63][O:62][C:60](=[O:61])[CH3:59])(=[O:81])[CH3:82] |f:1.2,3.4|. Reported procedure: A solution of 400 g. (2.04 moles) of a mixture of 2-(5-hydroxypentyl)cyclopentanone and 2-(5-acetoxypentyl)cyclopentanone (Example 55) and 4.0 g. of p-toluenesulfonic acid monohydrate in 11 l. of acetic anhydride is refluxed acetic a rate to maintain a steady distillation of acetic acid from the reaction through a relix-packed fractionation column. The reaction is continued with the addition of acetic anhydride to maintain a constant volume until complete conversion of starting materials to prod... Reactants: CN(C)C=O, Cc1ccccc1, O=S(Cl)Cl, O=C(O)CCCc1cccc2ccccc12. Yields the product O=C(Cl)CCCc1cccc2ccccc12. As a reaction SMILES: [CH3:21][N:22]([CH3:23])[CH:24]=[O:25].[CH3:26][c:27]1[cH:28][cH:29][cH:30][cH:31][cH:32]1.[S:17]([Cl:18])([Cl:19])=[O:20].[c:1]1([CH2:11][CH2:12][CH2:13][C:14](=[O:15])[OH:16])[cH:2][cH:3][cH:4][c:5]2[cH:6][cH:7][cH:8][cH:9][c:10]12>>[c:1]1([CH2:11][CH2:12][CH2:13][C:14](=[O:16])[Cl:19])[cH:2][cH:3][cH:4][c:5]2[cH:6][cH:7][cH:8][cH:9][c:10]12. Starting materials: [H-].[Al+3].[Li+].[H-].[H-].[H-] (lithium aluminum hydride), C(C1=CC=CC=C1)OCC(CC=CC(CC(=O)OCC)C)C (rac. ethyl 8-benzyloxy-3,7-dimethyl-4-octenoate), colorless oil. Run in CCOCC (ether), CCOCC (ether). Conditions: time 2.5 hour. Product: C(C1=CC=CC=C1)OCC(C/C=C/C(CCO)C)C (rac. E-8-Benzyloxy-3,7-dimethyl-4-octen-1-ol). Reaction SMILES: [H-].[Al+3].[Li+].[H-].[H-].[H-].[CH2:7]([O:14][CH2:15][CH:16]([CH3:28])[CH2:17][CH:18]=[CH:19][CH:20]([CH3:27])[CH2:21][C:22](OCC)=[O:23])[C:8]1[CH:13]=[CH:12][CH:11]=[CH:10][CH:9]=1>CCOCC>[CH2:7]([O:14][CH2:15][CH:16]([CH3:28])[CH2:17]/[CH:18]=[CH:19]/[CH:20]([CH3:27])[CH2:21][CH2:22][OH:23])[C:8]1[CH:13]=[CH:12][CH:11]=[CH:10][CH:9]=1 |f:0.1.2.3.4.5|. Procedure details: A suspension of 0.432 g. (11.36 mmoles) of lithium aluminum hydride in 20 ml. of anhydrous ether was stirred with ice bath cooling while a solution of 1.73 g. (5.68 mmoles) of rac. ethyl 8-benzyloxy-3,7-dimethyl-4-octenoate in 20 ml. of anhydrous ether was added over a 25 minute period keeping the temperature at 0°-5° C. The cooling bath was removed and the reaction mixture was stirred at room temperature for 2.5 hours at the end of which time 1.6 ml. of saturated sodium sulfate solution was cau...